This data is from the Open Reaction Database (ORD), a public repository of structured organic reaction records. The task is: describe an organic reaction: reactants, conditions, products, and yield The reactants are N1=CC=CC=C1 (pyridine), C(OC)(OC)OC (trimethyl orthoformate), C(C)C=1C(=CC(=C(C1)C(CC1=CC2=CC=CC=C2C=C1)=O)O)O (1-(5-ethyl-2,4-dihydroxy-phenyl)-2-naphthalen-2-yl-ethanone). The reagents and catalysts are N1CCCCC1 (piperidine). The solvent is CCOC(=O)C (EtOAc). Reaction conditions: temperature 120 celsius. Yields the product C(C)C=1C=C2C(C(=COC2=CC1O)C1=CC2=CC=CC=C2C=C1)=O (6-ethyl-7-hydroxy-3-naphthalen-2-yl-chromen-4-one). Reaction SMILES: [CH2:1]([C:3]1[C:4]([OH:23])=[CH:5][C:6]([OH:22])=[C:7]([C:9](=[O:21])[CH2:10][C:11]2[CH:20]=[CH:19][C:18]3[C:13](=[CH:14][CH:15]=[CH:16][CH:17]=3)[CH:12]=2)[CH:8]=1)[CH3:2].N1C=CC=C[CH:25]=1.C(OC)(OC)OC>N1CCCCC1.CCOC(C)=O>[CH2:1]([C:3]1[CH:8]=[C:7]2[C:6](=[CH:5][C:4]=1[OH:23])[O:22][CH:25]=[C:10]([C:11]1[CH:20]=[CH:19][C:18]3[C:13](=[CH:14][CH:15]=[CH:16][CH:17]=3)[CH:12]=1)[C:9]2=[O:21])[CH3:2]. Reported procedure: To 1-(5-ethyl-2,4-dihydroxy-phenyl)-2-naphthalen-2-yl-ethanone (c, 0.50 g) was added a mixture of pyridine (2 mL), trimethyl orthoformate (2 mL) and piperidine (2 drops), and the mixture was heated at 120° C. for 12 h. The mixture was cooled to room temperature, diluted with EtOAc (100 mL) then washed with 1 N HCl (100 mL). The organic layer was washed with water and dried. The oil obtained on concentration of the organic layer was crystallized in EtOAc/hexanes to give 6-ethyl-7-hydroxy-3-naphth... Reactants: ClCCl, CC(=O)OC(C)=O, CN(C)c1ccncc1, Cc1ccc(S(=O)(=O)OCC2CCC(O)O2)cc1, c1ccncc1. Product: CC(=O)OC1CCC(COS(=O)(=O)c2ccc(C)cc2)O1. Reaction SMILES: [CH2:41]([Cl:42])[Cl:43].[CH3:25][C:26](=[O:27])[O:28][C:29](=[O:30])[CH3:31].[CH3:32][N:33]([c:34]1[cH:35][cH:36][n:37][cH:38][cH:39]1)[CH3:40].[OH:1][CH:2]1[O:3][CH:4]([CH2:7][O:8][S:9](=[O:10])(=[O:11])[c:12]2[cH:13][cH:14][c:15]([CH3:18])[cH:16][cH:17]2)[CH2:5][CH2:6]1.[cH:19]1[cH:20][cH:21][n:22][cH:23][cH:24]1>>[O:1]([CH:2]1[O:3][CH:4]([CH2:7][O:8][S:9](=[O:10])(=[O:11])[c:12]2[cH:13][cH:14][c:15]([CH3:18])[cH:16][cH:17]2)[CH2:5][CH2:6]1)[C:26]([CH3:25])=[O:27]. Reactants: CC(C)(C)OC(=O)N1CCC1COc1cncc(CCc2cccc(CCl)c2)c1, [N-]=[N+]=[N-], [Na+], CN(C)C=O. Yields the product CC(C)(C)OC(=O)N1CCC1COc1cncc(CCc2cccc(CN=[N+]=[N-])c2)c1. As a reaction SMILES: [C:1]([CH3:2])([CH3:3])([CH3:4])[O:5][C:6](=[O:7])[N:8]1[CH:9]([CH2:12][O:13][c:14]2[cH:15][c:16]([CH2:20][CH2:21][c:22]3[cH:23][c:24]([CH2:28][Cl:29])[cH:25][cH:26][cH:27]3)[cH:17][n:18][cH:19]2)[CH2:10][CH2:11]1.[N-:31]=[N+:32]=[N-:33].[Na+:30].[O:34]=[CH:35][N:36]([CH3:37])[CH3:38]>>[C:1]([CH3:2])([CH3:3])([CH3:4])[O:5][C:6](=[O:7])[N:8]1[CH:9]([CH2:12][O:13][c:14]2[cH:15][c:16]([CH2:20][CH2:21][c:22]3[cH:23][c:24]([CH2:28][N:31]=[N+:32]=[N-:33])[cH:25][cH:26][cH:27]3)[cH:17][n:18][cH:19]2)[CH2:10][CH2:11]1. The yield is 70.6%. As a reaction SMILES: [C:1]([NH:4][C:5]1[S:6][CH:7]=[CH:8][N:9]=1)(=[O:3])[CH3:2].[CH:10]([C:13]1[O:18][C:17](=[O:19])[C:16]2[CH:20]=[CH:21][CH:22]=[C:23]([C:24]([F:27])([F:26])[F:25])[C:15]=2[N:14]=1)=[CH:11][CH3:12]>>[O:19]=[C:17]([C:16]1[CH:20]=[CH:21][CH:22]=[C:23]([C:24]([F:27])([F:26])[F:25])[C:15]=1[NH:14][C:13](=[O:18])[CH:10]=[CH:11][CH3:12])[CH2:2][C:1]([NH:4][C:5]1[S:6][CH:7]=[CH:8][N:9]=1)=[O:3]. Product: O=C(CC(=O)NC=1SC=CN1)C1=C(C(=CC=C1)C(F)(F)F)NC(C=CC)=O (β-oxo-2-[(1-oxo-2-butenyl)-amino]-N-(2-thiazolyl)-3-trifluoromethyl-benzene-proponamide). Procedure details: Using the procedure of Step A of Example 1, 19.44 g of 2-acetylamino thiazole and 17.3g of 2-(1-propenyl)-8-trifluoromethyl-4H-3,1-benzoxazin-4-one [prepared by Step A of Example 12 of European patent No. 40,573 from crotonyl chloride and 2-amino-trifluoromethyl benzoic acid] were reacted to obtain 19.03g of β-oxo-2-[(1-oxo-2-butenyl)-amino]-N-(2-thiazolyl)-3-trifluoromethyl-benzene-proponamide melting at 206°-208° C. Starting materials: C(C)(=O)NC=1SC=CN1 (2-acetylamino thiazole), C(=CC)C1=NC2=C(C(O1)=O)C=CC=C2C(F)(F)F (2-(1-propenyl)-8-trifluoromethyl-4H-3,1-benzoxazin-4-one). Starting materials: Cl.N1CCC(CC1)OC=1C=C2C=CN=CC2=CC1 (6-(Piperidin-4-yloxy)-isoquinoline hydrochloride), ClC1=C(C=C2C=CN=CC2=C1)F (7-Chloro-6-fluoro-isoquinoline). Yields the product Cl.ClC1=C(C=C2C=CN=CC2=C1)OC1CCNCC1 (7-Chloro-6-(piperidin-4-yloxy)-isoquinoline-hydrochloride). Reported procedure: Starting from 7-Chloro-6-fluoro-isoquinoline (150), the title compound was prepared by the same synthetic route as for compound 124. Rt=0.66 min (Method #1), detected mass: 263.1/265.1 (M+H+). Reaction SMILES: [Cl:1]C1C=C2C(C=CN=C2)=CC=1F.[ClH:13].[NH:14]1[CH2:19][CH2:18][CH:17]([O:20][C:21]2[CH:22]=[C:23]3[C:28](=[CH:29][CH:30]=2)[CH:27]=[N:26][CH:25]=[CH:24]3)[CH2:16][CH2:15]1>>[ClH:1].[Cl:13][C:30]1[CH:29]=[C:28]2[C:23]([CH:24]=[CH:25][N:26]=[CH:27]2)=[CH:22][C:21]=1[O:20][CH:17]1[CH2:18][CH2:19][NH:14][CH2:15][CH2:16]1 |f:1.2,3.4|. Starting materials: COC(=O)c1cc(-c2ccnn2C)c(Cl)s1, [Na+], C1CCOC1, [OH-]. Yields the product Cn1nccc1-c1cc(C(=O)O)sc1Cl. Reaction SMILES: [Cl:1][c:2]1[c:3](-[c:11]2[cH:12][cH:13][n:14][n:15]2[CH3:16])[cH:4][c:5]([C:7](=[O:8])[O:9][CH3:10])[s:6]1.[Na+:18].[O:19]1[CH2:20][CH2:21][CH2:22][CH2:23]1.[OH-:17]>>[Cl:1][c:2]1[c:3](-[c:11]2[cH:12][cH:13][n:14][n:15]2[CH3:16])[cH:4][c:5]([C:7](=[O:8])[OH:9])[s:6]1. Reactants: FC1=C(OC2=NC=C3C(=N2)N(N=C3C=CC3=CC=CC=C3)COCC[Si](C)(C)C)C=CC(=C1)F (6-(2,4-Difluoro-phenoxy)-3-styryl-1-(2-trimethylsilanyl-ethoxymethyl)-1H-pyrazolo[3,4-d]pyrimidine), Cl (HCl). Solvent: CO (MeOH), CCOCC (Et2O). Run at time 8 hour. Product: FC1=C(OC2=NC=C3C(=N2)NN=C3C=CC3=CC=CC=C3)C=CC(=C1)F (6-(2,4-difluoro-phenoxy)-3-styryl-1H-pyrazolo[3,4-d]pyrimidine). Isolated yield 132.0%. As a reaction SMILES: [F:1][C:2]1[CH:33]=[C:32]([F:34])[CH:31]=[CH:30][C:3]=1[O:4][C:5]1[N:10]=[C:9]2[N:11](COCC[Si](C)(C)C)[N:12]=[C:13]([CH:14]=[CH:15][C:16]3[CH:21]=[CH:20][CH:19]=[CH:18][CH:17]=3)[C:8]2=[CH:7][N:6]=1.Cl>CO.CCOCC>[F:1][C:2]1[CH:33]=[C:32]([F:34])[CH:31]=[CH:30][C:3]=1[O:4][C:5]1[N:10]=[C:9]2[NH:11][N:12]=[C:13]([CH:14]=[CH:15][C:16]3[CH:21]=[CH:20][CH:19]=[CH:18][CH:17]=3)[C:8]2=[CH:7][N:6]=1. Procedure details: 6-(2,4-Difluoro-phenoxy)-3-styryl-1-(2-trimethylsilanyl-ethoxymethyl)-1H-pyrazolo[3,4-d]pyrimidine (42 mg, 0.08 mmol) was dissolved in 1 mL MeOH and treated with 1.1 mL of 10% HCl in Et2O. The reaction mixture was stirred overnight at room temperature, and then concentrated under reduced pressure. The residue was purified by preparative TLC (4:1 hexanes/EtOAc) to yield 0.037 g of 6-(2,4-difluoro-phenoxy)-3-styryl-1H-pyrazolo[3,4-d]pyrimidine. Mass Spec. M+H=351. Conditions: time 30 minute. Product: N1=CC=CC2=CC=CC=C12 (Quinoline). Procedure details: 0.2 g (6.38×10−4 mol) of 1,1-dibromo-2-(2-quinolyl)ethene obtained from 2-formylquinoline, carbon tetrabromide (CBr4) and triphenylphosphine (PPh3) (Ramirez et al., J. Am. Chem. Soc., 1962, 84: 1745) and 11.28 mg (3.19×10−5 mol, 5 mol %) of iron triacetylacetonate (Fe(acac)3) are dissolved in 3 ml of anhydrous THF and 3 ml of anhydrous N-methylpyrrolidone (NMP) at −10° C., in a dry round-bottomed flask equipped with a magnetic stirrer and a nitrogen inlet. 0.39 ml (7.02×10−4 mol) of a 1.8M solut... Reaction SMILES: [CH3:1][N:2]1[CH2:6][CH2:5][CH2:4][C:3]1=O.C([Mg]Br)(C)C.O.[CH2:14]1[CH2:18]O[CH2:16][CH2:15]1>>[N:2]1[C:3]2[C:4](=[CH:18][CH:14]=[CH:15][CH:16]=2)[CH:5]=[CH:6][CH:1]=1. Starting materials: CN1C(CCC1)=O (N-methylpyrrolidone), O (water), C1CCOC1 (THF), solution, C(C)(C)[Mg]Br (isopropyl magnesium bromide), C1CCOC1 (THF).